From a dataset of the Open Reaction Database (ORD), a public repository of structured organic reaction records. describe an organic reaction: reactants, conditions, products, and yield The reactants are OC1CNCCC1 (3-hydroxypiperidine), FC=1C=C2C(C(=CN3C2=C(C1F)CC3C)C(=O)O)=O (8,9-Difluoro-2-methyl-1,2-dihydro-6-oxo-pyrrolo[3,2,1-ij]quinoline-5-carboxylic acid), OC1CNCCC1 (3-hydroxypiperidine). Run in CN(P(N(C)C)(N(C)C)=O)C (hexamethylphosphoric triamide), CN(P(N(C)C)(N(C)C)=O)C (hexamethylphosphoric triamide). The product is FC=1C=C2C(C(=CN3C2=C(C1N1CC(CCC1)O)CC3C)C(=O)O)=O (8-fluoro-9-(3-hydroxy-1-piperidyl)-2-methyl-1,2-dihydro-6-oxo-pyrrolo[3,2,1-ij]quinoline-5-carboxylic acid). Isolated yield 38.3%. Reaction SMILES: [F:1][C:2]1[CH:3]=[C:4]2[C:9]3=[C:10]([CH2:13][CH:14]([CH3:15])[N:8]3[CH:7]=[C:6]([C:16]([OH:18])=[O:17])[C:5]2=[O:19])[C:11]=1F.[OH:20][CH:21]1[CH2:26][CH2:25][CH2:24][NH:23][CH2:22]1>CN(C)P(=O)(N(C)C)N(C)C>[F:1][C:2]1[CH:3]=[C:4]2[C:9]3=[C:10]([CH2:13][CH:14]([CH3:15])[N:8]3[CH:7]=[C:6]([C:16]([OH:18])=[O:17])[C:5]2=[O:19])[C:11]=1[N:23]1[CH2:24][CH2:25][CH2:26][CH:21]([OH:20])[CH2:22]1. Procedure: 8,9-Difluoro-2-methyl-1,2-dihydro-6-oxo-pyrrolo[3,2,1-ij]quinoline-5-carboxylic acid (5 g) and a solution of 7.5 g of 3-hydroxypiperidine in 50 ml of hexamethylphosphoric triamide were reacted with heating at 120° to 130° C. for 7 hours with stirring. After completion of reaction, hexamethylphosphoric triamide and unreacted 3-hydroxypiperidine were distilled off under reduced pressure. Recrystallization of the residue from dimethylformamide gave 2.5 g of 8-fluoro-9-(3-hydroxy-1-piperidyl)-2-meth... The reactants are OC1CNC(C12CCN(CC2)C(=O)OC(C)(C)C)=O (tert-butyl 4-hydroxy-1-oxo-2,8-diazaspiro[4.5]decane-8-carboxylate), FC(S(=O)(=O)OC=1COC(C1C)=O)(F)F (4-methyl-5-oxo-2,5-dihydrofuran-3-yl trifluoromethanesulfonate), CC1(C2=C(C(=CC=C2)P(C3=CC=CC=C3)C4=CC=CC=C4)OC5=C(C=CC=C51)P(C6=CC=CC=C6)C7=CC=CC=C7)C (Xantphos), C([O-])([O-])=O.[Cs+].[Cs+] (cesium carbonate), N#N (N2). Reagents/catalysts: C=1C=CC(=CC1)/C=C/C(=O)/C=C/C2=CC=CC=C2.C=1C=CC(=CC1)/C=C/C(=O)/C=C/C2=CC=CC=C2.C=1C=CC(=CC1)/C=C/C(=O)/C=C/C2=CC=CC=C2.[Pd].[Pd] (Pd2(dba)3). The solvent is O1CCOCC1 (dioxane). Reaction conditions: temperature 90 celsius. Yields the product OC1CN(C(C12CCNCC2)=O)C=2COC(C2C)=O (4-hydroxy-2-(4-methyl-5-oxo-2,5-dihydrofuran-3-yl)-2,8-diazaspiro[4.5]decan-1-one). RXN SMILES: [OH:1][CH:2]1[C:6]2([CH2:11][CH2:10][N:9](C(OC(C)(C)C)=O)[CH2:8][CH2:7]2)[C:5](=[O:19])[NH:4][CH2:3]1.FC(F)(F)S(O[C:26]1[CH2:27][O:28][C:29](=[O:32])[C:30]=1[CH3:31])(=O)=O.CC1(C)C2C(=C(P(C3C=CC=CC=3)C3C=CC=CC=3)C=CC=2)OC2C(P(C3C=CC=CC=3)C3C=CC=CC=3)=CC=CC1=2.C(=O)([O-])[O-].[Cs+].[Cs+].N#N>C1C=CC(/C=C/C(/C=C/C2C=CC=CC=2)=O)=CC=1.C1C=CC(/C=C/C(/C=C/C2C=CC=CC=2)=O)=CC=1.C1C=CC(/C=C/C(/C=C/C2C=CC=CC=2)=O)=CC=1.[Pd].[Pd].O1CCOCC1>[OH:1][CH:2]1[C:6]2([CH2:7][CH2:8][NH:9][CH2:10][CH2:11]2)[C:5](=[O:19])[N:4]([C:26]2[CH2:27][O:28][C:29](=[O:32])[C:30]=2[CH3:31])[CH2:3]1 |f:3.4.5,7.8.9.10.11|. Procedure details: To a round bottom flask was charged tert-butyl 4-hydroxy-1-oxo-2,8-diazaspiro[4.5]decane-8-carboxylate (400 mg, 1.48 mmol), 4-methyl-5-oxo-2,5-dihydrofuran-3-yl trifluoromethanesulfonate (546 mg, 2.22 mmol), Pd2(dba)3 (33.9 mg, 0.037 mmol), Xantphos (64.2 mg, 0.111 mmol), and cesium carbonate (964 mg, 2.96 mmol). The flask was equipped with a condenser, vacuumed and back filled with N2 and filled with dioxane (6 mL). The reaction mixture was heated at 90° C. overnight, and filtered through CELIT... Reactants: CC=1C(=NC=CC1)[C@@H]1N[C@@H](CCC1)C1=NC=CC=C1C (3,3″-dimethyl-1′,2′,3′,4′,5′,6′-hexahydro-cis-[2,2′;6′,2″]terpyridine), BrCC=1C(=CSC1)C#N (4-bromomethyl-thiophene-3-carbonitrile), CCN(C(C)C)C(C)C (DIPEA). The solvent is CN(C)C=O (DMF). Yields the product CC=1C(=NC=CC1)C1N(C(CCC1)C1=NC=CC=C1C)CC=1C(=CSC1)C#N (4-(3,3″-dimethyl-3′,4′,5′,6′-tetrahydro-2′H-[2,2′;6′,2″]terpyridin-1′-ylmethyl)-thiophene-3-carbonitrile). Isolated yield 82.1%. Reaction SMILES: [CH3:1][C:2]1[C:3]([C@H:8]2[CH2:13][CH2:12][CH2:11][C@@H:10]([C:14]3[C:19]([CH3:20])=[CH:18][CH:17]=[CH:16][N:15]=3)[NH:9]2)=[N:4][CH:5]=[CH:6][CH:7]=1.Br[CH2:22][C:23]1[C:24]([C:28]#[N:29])=[CH:25][S:26][CH:27]=1.CCN(C(C)C)C(C)C>CN(C=O)C>[CH3:1][C:2]1[C:3]([CH:8]2[CH2:13][CH2:12][CH2:11][CH:10]([C:14]3[C:19]([CH3:20])=[CH:18][CH:17]=[CH:16][N:15]=3)[N:9]2[CH2:22][C:23]2[C:24]([C:28]#[N:29])=[CH:25][S:26][CH:27]=2)=[N:4][CH:5]=[CH:6][CH:7]=1. Procedure details: Using General Procedure A: A solution of 3,3″-dimethyl-1′,2′,3′,4′,5′,6′-hexahydro-cis-[2,2′;6′,2″]terpyridine (0.097 g, 0.37 mmol), 4-bromomethyl-thiophene-3-carbonitrile (0.168 g, 0.83 mmol) (Terpstra, J. W., et al., J. Org. Chem. (1986) 51:230-238), KI (21 mg, 0.13 mmol), and DIPEA (0.15 mL, 0.86 mmol) in DMF (3 mL) was heated at 60° C. for 21 hours. Purification of the crude material by column chromatography on silica gel (20:1:1 CH2Cl2—CH3OH—NH4OH) provided 118 mg (84%) of 4-(3,3″-dimethyl-... Starting materials: CCOC(=O)CC1CN=C(c2cc3cccc(N(C)S(=O)(=O)c4ccccc4OC)c3[nH]2)S1, [K+], C1CCOC1, [OH-], O=C(O)CC(O)(CC(=O)O)C(=O)O. Yields the product COc1ccccc1S(=O)(=O)N(C)c1cccc2cc(C3=NCC(CC(=O)O)S3)[nH]c12. Reaction SMILES: [CH3:1][O:2][c:3]1[c:4]([S:9](=[O:10])(=[O:11])[N:12]([c:13]2[cH:14][cH:15][cH:16][c:17]3[cH:18][c:19]([C:22]4=[N:26][CH2:25][CH:24]([CH2:27][C:28](=[O:29])[O:30][CH2:31][CH3:32])[S:23]4)[nH:20][c:21]23)[CH3:33])[cH:5][cH:6][cH:7][cH:8]1.[K+:35].[O:49]1[CH2:50][CH2:51][CH2:52][CH2:53]1.[OH-:34].[OH:36][C:37]([CH2:38][C:39]([C:40](=[O:41])[OH:42])([CH2:43][C:44](=[O:45])[OH:46])[OH:47])=[O:48]>>[CH3:1][O:2][c:3]1[c:4]([S:9](=[O:10])(=[O:11])[N:12]([c:13]2[cH:14][cH:15][cH:16][c:17]3[cH:18][c:19]([C:22]4=[N:26][CH2:25][CH:24]([CH2:27][C:28](=[O:29])[OH:30])[S:23]4)[nH:20][c:21]23)[CH3:33])[cH:5][cH:6][cH:7][cH:8]1. Reactants: C1(=CC=CC=C1)N1C(CC(NC2=C1C=C(C=C2)Cl)=O)=O (5-phenyl-7-chloro-1H-1,5-benzodiazepine-2,4-(3H,5H)-dione), solution, [OH-].C(C1=CC=CC=C1)[N+](C)(C)C (benzyl trimethylammonium hydroxide), CO (methanol), C1CO1 (ethyleneoxide). The solvent is O (water). Run at time 8 hour. The product is OCCN1C(CC(N(C2=C1C=CC(=C2)Cl)C2=CC=CC=C2)=O)=O (1-(β-Hydroxy-ethyl)-5-phenyl-7-chloro-1H-1,5-benzodiazepine-2,4-(3H,5H)-dione). As a reaction SMILES: [C:1]1([N:7]2[C:13]3[CH:14]=[C:15]([Cl:18])[CH:16]=[CH:17][C:12]=3[NH:11][C:10](=[O:19])[CH2:9][C:8]2=[O:20])[CH:6]=[CH:5][CH:4]=[CH:3][CH:2]=1.CO.[CH2:23]1[O:25][CH2:24]1.[OH-].C([N+](C)(C)C)C1C=CC=CC=1>O>[OH:25][CH2:24][CH2:23][N:11]1[C:12]2[CH:17]=[CH:16][C:15]([Cl:18])=[CH:14][C:13]=2[N:7]([C:1]2[CH:6]=[CH:5][CH:4]=[CH:3][CH:2]=2)[C:8](=[O:20])[CH2:9][C:10]1=[O:19] |f:3.4|. Procedure: A mixture consisting of 28.6 gm (0.1 mol) of 5-phenyl-7-chloro-1H-1,5-benzodiazepine-2,4-(3H,5H)-dione, 500 ml of methanol, 25 ml of water, 10-15 ml of ethyleneoxide and 1 ml of Triton B (methanolic 35% solution of benzyl trimethylammonium hydroxide) was stirred at room temperature for about eight hours. Thereafter, the clear solution formed thereby was evaporated, the residue was taken up in methylene chloride, and the resulting solution was extracted with water, dried and evaporated. The resid... Reactants: [OH-].[Na+] (NaOH), P(O)(O)(O)=O (phosphoric acid), O=C[C@H](O)[C@@H](O)[C@H](O)[C@H](O)CO (glucose). The solvent is OCC(O)CO (glycerol). Reaction conditions: temperature 30 celsius, time 15 hour. Product: C1(C(C(C(C(C1O)O)O)O)O)O (Myo-Inositol). RXN SMILES: [OH-].[Na+].P(=O)(O)(O)O.[O:8]=[CH:9][C@@H:10]([C@H:12]([C@@H:14]([C@@H:16]([CH2:18][OH:19])[OH:17])[OH:15])[OH:13])[OH:11]>OCC(CO)O>[CH:18]1([OH:19])[CH:9]([OH:8])[CH:10]([OH:11])[CH:12]([OH:13])[CH:14]([OH:15])[CH:16]1[OH:17] |f:0.1|. Procedure details: During growth of cells in the fermentation vessel, the medium was maintained at a temperature of 30° C. pH 6.0 was maintained by addition of NaOH or phosphoric acid as needed. Agitation was begun at 600 r.p.m. and increased as needed to maintain D.O >30%. Aeration was 1 vvm air. Starting at 15 h after inoculation, a mixture of sterile glucose (25% w/v) and glycerol (6.8% w/v) was added to the fermentor at a rate of 0.1 ml/min/L. At 39 hours, the rate of addition of this mixture was decreased to ... Reactants: C(C)(C)(C)NC(=O)C1(CCNCC1)C1=C(C=CC=C1)F (N-(tert-butyl)-4-(2-fluorophenyl)piperidine-4-carboxamide), ON1N=NC2=C1C=CC=C2 (1-hydroxybenzotriazole), C(C)(C)(C)OC(=O)N1C[C@H]([C@@H](CC1)C(=O)O)C1=CC=C(C=C1)F ((3R,4R)-1-(tert-butoxycarbonyl)-3-(4-fluorophenyl)piperidine-4-carboxylic acid), Cl.CN(CCCN=C=NCC)C (1-(3-dimethylaminopropyl)-3-ethylcarbodiimide hydrochloride). The solvent is C(Cl)Cl (methylene chloride), C(Cl)Cl (methylene chloride), C([O-])(O)=O.[Na+] (sodium bicarbonate), [Cl-].[Na+].O (brine). Product: [Cl-].C(C)(C)(C)NC(=O)C1(CCN(CC1)C(=O)[C@H]1[C@@H](C[NH2+]CC1)C1=CC=C(C=C1)F)C1=C(C=CC=C1)F ((3R,4R)-4-{[4-[(tert-butylamino)carbonyl]-4-(2-fluorophenyl)piperidin-1-yl]carbonyl}-3-(4-fluorophenyl)-piperidinium chloride). The yield is 53.7%. RXN SMILES: [C:1]([NH:5][C:6]([C:8]1([C:14]2[CH:19]=[CH:18][CH:17]=[CH:16][C:15]=2[F:20])[CH2:13][CH2:12][NH:11][CH2:10][CH2:9]1)=[O:7])([CH3:4])([CH3:3])[CH3:2].C(OC([N:28]1[CH2:33][CH2:32][C@@H:31]([C:34](O)=[O:35])[C@H:30]([C:37]2[CH:42]=[CH:41][C:40]([F:43])=[CH:39][CH:38]=2)[CH2:29]1)=O)(C)(C)C.[ClH:44].CN(C)CCCN=C=NCC.ON1C2C=CC=CC=2N=N1>C(Cl)Cl.C(=O)(O)[O-].[Na+].[Cl-].[Na+].O>[Cl-:44].[C:1]([NH:5][C:6]([C:8]1([C:14]2[CH:19]=[CH:18][CH:17]=[CH:16][C:15]=2[F:20])[CH2:13][CH2:12][N:11]([C:34]([C@@H:31]2[CH2:32][CH2:33][NH2+:28][CH2:29][C@H:30]2[C:37]2[CH:38]=[CH:39][C:40]([F:43])=[CH:41][CH:42]=2)=[O:35])[CH2:10][CH2:9]1)=[O:7])([CH3:4])([CH3:2])[CH3:3] |f:2.3,6.7,8.9.10,11.12|. Procedure: The product of step D (70 mg) was combined with (3R,4R)-1-(tert-butoxycarbonyl)-3-(4-fluorophenyl)piperidine-4-carboxylic acid (0.1971 mmol; 55 mg), 1-(3-dimethylaminopropyl)-3-ethylcarbodiimide hydrochloride (57 mg) and 1-hydroxybenzotriazole (40 mg) to which methylene chloride (2.5 mL) was added. The reaction mixture was maintained at ambient temperature for 24 h. The reaction mixture was diluted with methylene chloride (100 mL),washed with a saturated solution of sodium bicarbonate, brine and...